From a dataset of the Open Reaction Database (ORD), a public repository of structured organic reaction records. describe an organic reaction: reactants, conditions, products, and yield Reactants: NC=1C=CC=C2C=C(N(C12)COC)C=1SC(=CN1)C(=O)OCC (ethyl 2-[7-amino-1-(methoxymethyl)-1H-indol-2-yl]-1,3-thiazole-5-carboxylate), S1C(=CC=C1)S(=O)(=O)Cl (thiophene-2-sulfonyl chloride). Solvent: N1=CC=CC=C1 (pyridine). Reaction conditions: time 8 hour. Product: COCN1C(=CC2=CC=CC(=C12)NS(=O)(=O)C=1SC=CC1)C=1SC(=CN1)C(=O)OCC (Ethyl 2-{1-(methoxymethyl)-7-[(2-thienylsulfonyl)amino]-1H-indol-2-yl}-1,3-thiazole-5-carboxylate). Yield: 69.7%. RXN SMILES: [NH2:1][C:2]1[CH:3]=[CH:4][CH:5]=[C:6]2[C:10]=1[N:9]([CH2:11][O:12][CH3:13])[C:8]([C:14]1[S:15][C:16]([C:19]([O:21][CH2:22][CH3:23])=[O:20])=[CH:17][N:18]=1)=[CH:7]2.[S:24]1[CH:28]=[CH:27][CH:26]=[C:25]1[S:29](Cl)(=[O:31])=[O:30]>N1C=CC=CC=1>[CH3:13][O:12][CH2:11][N:9]1[C:10]2[C:6](=[CH:5][CH:4]=[CH:3][C:2]=2[NH:1][S:29]([C:25]2[S:24][CH:28]=[CH:27][CH:26]=2)(=[O:31])=[O:30])[CH:7]=[C:8]1[C:14]1[S:15][C:16]([C:19]([O:21][CH2:22][CH3:23])=[O:20])=[CH:17][N:18]=1. Procedure: To a mixture of ethyl 2-[7-amino-1-(methoxymethyl)-1H-indol-2-yl]-1,3-thiazole-5-carboxylate (2.18 g) and pyridine (25 mL) was added thiophene-2-sulfonyl chloride (1.50 g) at 0° C., and the mixture was stirred at room temperature overnight. The reaction mixture was concentrated, 10% aqueous citric acid solution was added, and the mixture was extracted with ethyl acetate. The ethyl acetate layer was washed with saturated brine, dried (MgSO4) and concentrated. The obtained residue was subjected to... Reactants: N[C@@H](CCC(N)=O)C(=O)O (L-glutamine), C(=O)C1=C(C(=O)O)C=CC=C1 (2-formyl benzoic acid), [BH4-].[Na+] (sodium borohydride), C(=O)C1=C(C(=O)O)C=CC=C1 (2-formylbenzoic acid), [BH4-].[Na+] (sodium borohydride), Cl (hydrochloric acid). The solvent is [OH-].[Na+] (sodium hydroxide), C(C)O (ethanol), [OH-].[Na+] (sodium hydroxide). Run at temperature 20 celsius, time 1 hour. The product is C(N)(=O)CC[C@@H](C(=O)O)NCC1=C(C(=O)O)C=CC=C1 (2-[(1S)-(3-carbamoyl-1-carboxypropylamino)methyl]benzoic acid). Reaction SMILES: [CH:1]([C:3]1[CH:11]=[CH:10][CH:9]=[CH:8][C:4]=1[C:5]([OH:7])=[O:6])=O.[NH2:12][C@H:13]([C:19]([OH:21])=[O:20])[CH2:14][CH2:15][C:16](=[O:18])[NH2:17].[BH4-].[Na+].Cl>C(O)C.[OH-].[Na+]>[C:16]([CH2:15][CH2:14][C@H:13]([NH:12][CH2:1][C:3]1[CH:11]=[CH:10][CH:9]=[CH:8][C:4]=1[C:5]([OH:7])=[O:6])[C:19]([OH:21])=[O:20])(=[O:18])[NH2:17] |f:2.3,6.7|. Reported procedure: A suspension of 1.65 g 2-formylbenzoic acid in 5 ml ethanol and 5 ml 2 M sodium hydroxide solution was added to a solution of 1.46 g L-glutamine in 5 ml of a 2 M aqueous sodium hydroxide solution. After stirring for 1 h at 20° C., the mixture was cooled to 0° C. and 0.25 g sodium borohydride were added in portions over 15 min with vigorous stirring. After 90 min a further 0.33 g 2-formyl benzoic acid and 0.05 g sodium borohydride were added. After stirring for 16 h at 20° C., the reaction mixtur...